Dataset: the Open Reaction Database (ORD), a public repository of structured organic reaction records. Task: describe an organic reaction: reactants, conditions, products, and yield Product: COc1cccc[n+]1[O-]. As a reaction SMILES: [CH3:11][C:12](=[O:13])[OH:14].[CH3:1][O:2][c:3]1[n:4][cH:5][cH:6][cH:7][cH:8]1.[OH:9][OH:10]>>[CH3:1][O:2][c:3]1[n+:4]([O-:9])[cH:5][cH:6][cH:7][cH:8]1. Starting materials: CC(=O)O, COc1ccccn1, OO. Reactants: CCOc1cc(Cc2cnc(N)nc2N)cc(OCOC)c1-c1ccc(CN2CCOCC2)c(F)c1, CO, Cl, N. The product is CCOc1cc(Cc2cnc(N)nc2N)cc(O)c1-c1ccc(CN2CCOCC2)c(F)c1. As a reaction SMILES: [CH2:1]([CH3:2])[O:3][c:4]1[cH:5][c:6]([CH2:28][c:29]2[c:30]([NH2:36])[n:31][c:32]([NH2:35])[n:33][cH:34]2)[cH:7][c:8]([O:24][CH2:25][O:26][CH3:27])[c:9]1-[c:10]1[cH:11][c:12]([F:23])[c:13]([CH2:16][N:17]2[CH2:18][CH2:19][O:20][CH2:21][CH2:22]2)[cH:14][cH:15]1.[CH3:39][OH:40].[ClH:37].[NH3:38]>>[CH2:1]([CH3:2])[O:3][c:4]1[cH:5][c:6]([CH2:28][c:29]2[c:30]([NH2:36])[n:31][c:32]([NH2:35])[n:33][cH:34]2)[cH:7][c:8]([OH:24])[c:9]1-[c:10]1[cH:11][c:12]([F:23])[c:13]([CH2:16][N:17]2[CH2:18][CH2:19][O:20][CH2:21][CH2:22]2)[cH:14][cH:15]1.